This data is from the Open Reaction Database (ORD), a public repository of structured organic reaction records. The task is: describe an organic reaction: reactants, conditions, products, and yield Product: ClC1=C(C=C(C(=C1)CCN1CCN(CC1)C(=O)OC(C)(C)C)Cl)[N+](=O)[O-] (2,5-Dichloro-4-(2-[4-(t-butoxycarbonyl)-1-piperazinyl]ethyl)-nitrobenzene). Procedure details: A methylene chloride solution of the title compound of Example 10 was stirred at room temperature under nitrogen. Acetic acid (8.8 ml, 153 mmol) was added in one portion followed by t-butylpiperazinecarboxylate (8.4 g, 50 mmol). Sodium triacetoxy-borohydride (16.2 g, 77 mmol) was added in portions as a solid and the reaction mixture stirred at room temperature for three hours. The reaction mixture was washed two times with excess saturated sodium carbonate solution and one time each with water a... The reactants are C(C)(=O)O[BH-](OC(C)=O)OC(C)=O.[Na+] (Sodium triacetoxy-borohydride), C(C)(=O)O (Acetic acid), C(C)(C)(C)OC(=O)N1CCNCC1 (t-butylpiperazinecarboxylate), ClC1=C(C=C(C(=C1)[N+](=O)[O-])Cl)CC=O (2,5-Dichloro-4-nitrophenylacetaldehyde). Conditions: time 3 hour. Reaction SMILES: [Cl:1][C:2]1[CH:7]=[C:6]([N+:8]([O-:10])=[O:9])[C:5]([Cl:11])=[CH:4][C:3]=1[CH2:12][CH:13]=O.C(O)(=O)C.[C:19]([O:23][C:24]([N:26]1[CH2:31][CH2:30][NH:29][CH2:28][CH2:27]1)=[O:25])([CH3:22])([CH3:21])[CH3:20].C(O[BH-](OC(=O)C)OC(=O)C)(=O)C.[Na+]>C(Cl)Cl>[Cl:11][C:5]1[CH:4]=[C:3]([CH2:12][CH2:13][N:29]2[CH2:28][CH2:27][N:26]([C:24]([O:23][C:19]([CH3:22])([CH3:21])[CH3:20])=[O:25])[CH2:31][CH2:30]2)[C:2]([Cl:1])=[CH:7][C:6]=1[N+:8]([O-:10])=[O:9] |f:3.4|. Solvent: C(Cl)Cl (methylene chloride). Reactants: CC(C)(C)C1=CC(=C2C=C(C(=O)C(=C2)C(C)(C)C)C(C)(C)C)C=C(C1=O)C(C)(C)C (3,3',5,5'-tetra-tert-butyl-diphenoquinone), FC(S(=O)(=O)O)(F)F (trifluoromethane sulfonic acid). Solvent: C(C)C1=CC=CC=C1 (ethylbenzene). Conditions: time 45 minute. Yields the product C1(=CC=C(C=C1)C1=CC=C(C=C1)O)O (4,4'-biphenol). Isolated yield 87.7%. Reaction SMILES: CC([C:5]1[C:25](=[O:26])[C:24](C(C)(C)C)=[CH:23][C:7](=[C:8]2[CH:14]=[C:13](C(C)(C)C)[C:11](=[O:12])[C:10](C(C)(C)C)=[CH:9]2)[CH:6]=1)(C)C.FC(F)(F)S(O)(=O)=O>C(C1C=CC=CC=1)C>[C:11]1([OH:12])[CH:10]=[CH:9][C:8]([C:7]2[CH:23]=[CH:24][C:25]([OH:26])=[CH:5][CH:6]=2)=[CH:14][CH:13]=1. Procedure details: 10 g (24.5 mmole) of 3,3',5,5'-tetra-tert-butyl-diphenoquinone in 40 ml ethylbenzene was hydrogenated as in Example 9. The filtrate was transferred to a popbottle containing 1.5 g (10 mmol) trifluoromethane sulfonic acid and a magnetic stirring bar. The reaction mixture was kept at 120° C. for 45 minutes. 4 g of 4,4'-biphenol was obtained as white material after recrystallization from acetone (88% yield). The filtrate contained 13.8 g (85.2 mmol) of p- and m-tert-butyl-ethyl-benzene (86.9% yield... Starting materials: OC1=C(C=C(C(C(=O)O)O)C=C1)OC (4-hydroxy-3-methoxymandelic acid), C(CCCCCC)N (n-heptylamine), CCCC(CCC)NC(C(C1=CC(=C(C=C1)O)OC)O)=O (N-(heptan-4-yl)-2-hydroxy-2-(4-hydroxy-3-methoxyphenyl)acetamide). The product is C(CCCCCC)NC(C(C1=CC(=C(C=C1)O)OC)O)=O (N-heptyl-2-hydroxy-2-(4-hydroxy-3-methoxyphenyl)acetamide). Isolated yield 89.0%. RXN SMILES: [OH:1][C:2]1[CH:12]=[CH:11][C:5]([CH:6]([OH:10])[C:7]([OH:9])=O)=[CH:4][C:3]=1[O:13][CH3:14].[CH2:15]([NH2:22])[CH2:16][CH2:17][CH2:18][CH2:19][CH2:20][CH3:21].CCCC(NC(=O)C(O)C1C=CC(O)=C(OC)C=1)CCC>>[CH2:15]([NH:22][C:7](=[O:9])[CH:6]([OH:10])[C:5]1[CH:11]=[CH:12][C:2]([OH:1])=[C:3]([O:13][CH3:14])[CH:4]=1)[CH2:16][CH2:17][CH2:18][CH2:19][CH2:20][CH3:21]. Reported procedure: N-heptyl-2-hydroxy-2-(4-hydroxy-3-methoxyphenyl)acetamide was prepared from 4-hydroxy-3-methoxymandelic acid and n-heptylamine by the same procedure described for the preparation of N-(heptan-4-yl)-2-hydroxy-2-(4-hydroxy-3-methoxyphenyl)acetamide. White crystals of the title compound (6.7 g, 89% yield) were obtained. The reactants are CC1=CC=C(C=C1)S(=O)(=O)OCC1(CC1)NC(=O)OC(C)(C)C ({1-[(tert-butoxycarbonyl)amino]cyclopropyl}methyl 4-methylbenzenesulfonate), C1COCCOCCOCCOCCOCCO1 (18-crown-6), [K].C1(C=2C(C(N1)=O)=CC=CC2)=O (phthalimide potassium salt). Run in CN(C)C=O (DMF). Run at temperature 50 celsius, time 3 hour. The product is O=C1N(C(C2=CC=CC=C12)=O)CC1(CC1)NC(OC(C)(C)C)=O (tert-butyl {1-[(1,3-dioxo-1,3-dihydro-2H-isoindol-2-yl)methyl]cyclopropyl}carbamate). Reaction SMILES: CC1C=CC(S(O[CH2:12][C:13]2([NH:16][C:17]([O:19][C:20]([CH3:23])([CH3:22])[CH3:21])=[O:18])[CH2:15][CH2:14]2)(=O)=O)=CC=1.C1OCCOCCOCCOCCOCCOC1.[K].[C:43]1(=[O:53])[NH:47][C:46](=[O:48])[C:45]2=[CH:49][CH:50]=[CH:51][CH:52]=[C:44]12>CN(C=O)C>[O:48]=[C:46]1[C:45]2[C:44](=[CH:52][CH:51]=[CH:50][CH:49]=2)[C:43](=[O:53])[N:47]1[CH2:12][C:13]1([NH:16][C:17](=[O:18])[O:19][C:20]([CH3:21])([CH3:22])[CH3:23])[CH2:14][CH2:15]1 |f:2.3,^1:41|. Procedure details: To a solution of {1-[(tert-butoxycarbonyl)amino]cyclopropyl}methyl 4-methylbenzenesulfonate (100 g, 293 mmol) in DMF (1000 mL) was added 18-crown-6 (76.8 g, 291 mmol) and phthalimide potassium salt (80.5 g, 435 mmol). The reaction mixture was heated to 50° C. After 3 hours, the reaction mixture was cooled to ambient temperature, quenched with cold water (2000 mL), and filtered to afford crude solids. The solids were washed with petroleum ether (3×200 mL) and dried under reduced pressure to affor... The reactants are C(#N)C1(CN(CC1)C(=O)OC(C)(C)C)C (tert-butyl 3-cyano-3-methylpyrrolidine-1-carboxylate), Cl (HCl). The solvent is CO (MeOH). Reaction conditions: time 8 hour. Product: Cl.CC1(CNCC1)C#N (3-methylpyrrolidine-3-carbonitrile hydrochloride). RXN SMILES: [C:1]([C:3]1([CH3:15])[CH2:7][CH2:6][N:5](C(OC(C)(C)C)=O)[CH2:4]1)#[N:2].[ClH:16]>CO>[ClH:16].[CH3:15][C:3]1([C:1]#[N:2])[CH2:7][CH2:6][NH:5][CH2:4]1 |f:3.4|. Procedure: A sample of tert-butyl 3-cyano-3-methylpyrrolidine-1-carboxylate (0.50 g, 2.38 mmol) was dissolved in 1.0 M HCl in MeOH (12 mL). The reaction mixture was stirred at room temperature overnight then concentrated to afford 0.38 g of 3-methylpyrrolidine-3-carbonitrile hydrochloride as a hydroscopic white foamy solid which was used without further purification. Reactants: C1CCOC1, CCCCCC, O=C1CCC(=O)N1Cl, Clc1nc(N2CCOCC2)c2sccc2n1. The product is Clc1nc(N2CCOCC2)c2sc(Cl)cc2n1. Reaction SMILES: [CH2:31]1[O:32][CH2:33][CH2:34][CH2:35]1.[CH3:25][CH2:26][CH2:27][CH2:28][CH2:29][CH3:30].[Cl:17][N:18]1[C:19](=[O:20])[CH2:21][CH2:22][C:23]1=[O:24].[Cl:1][c:2]1[n:3][c:4]([N:11]2[CH2:12][CH2:13][O:14][CH2:15][CH2:16]2)[c:5]2[c:6]([n:7]1)[cH:8][cH:9][s:10]2>>[Cl:1][c:2]1[n:3][c:4]([N:11]2[CH2:12][CH2:13][O:14][CH2:15][CH2:16]2)[c:5]2[c:6]([n:7]1)[cH:8][c:9]([Cl:17])[s:10]2. The reactants are C(C1=CC=CC=C1)OC1=C(C=C(C=C1)O)CCCC1=CC=C(C(=O)O)C=C1 (4-[3-(2-Benzyloxy-5-hydroxyphenyl)propyl]benzoic acid), C([O-])([O-])=O.[K+].[K+] (potassium carbonate), C([O-])([O-])=O.[K+].[K+] (potassium carbonate), C(C=C)Br (allyl bromide), C(C=C)Br (allyl bromide), O (water). The solvent is CN(C)C=O (DMF). Reaction conditions: time 18 hour. Product: C(C1=CC=CC=C1)OC1=C(C=C(C=C1)OCC=C)CCCC1=CC=C(C(=O)O)C=C1 (4-[3-(2-Benzyloxy-5-allyloxyphenyl)propyl]benzoic acid). RXN SMILES: [CH2:1]([O:8][C:9]1[CH:14]=[CH:13][C:12]([OH:15])=[CH:11][C:10]=1[CH2:16][CH2:17][CH2:18][C:19]1[CH:27]=[CH:26][C:22]([C:23]([OH:25])=[O:24])=[CH:21][CH:20]=1)[C:2]1[CH:7]=[CH:6][CH:5]=[CH:4][CH:3]=1.C(=O)([O-])[O-].[K+].[K+].[CH2:34](Br)[CH:35]=[CH2:36].O>CN(C=O)C>[CH2:1]([O:8][C:9]1[CH:14]=[CH:13][C:12]([O:15][CH2:36][CH:35]=[CH2:34])=[CH:11][C:10]=1[CH2:16][CH2:17][CH2:18][C:19]1[CH:20]=[CH:21][C:22]([C:23]([OH:25])=[O:24])=[CH:26][CH:27]=1)[C:2]1[CH:3]=[CH:4][CH:5]=[CH:6][CH:7]=1 |f:1.2.3|. Reported procedure: To a mixture of 4-[3-(2-benzyloxy-5-hydroxyphenyl)propyl]- benzoic acid (150 mg) (prepared as described in Example 4) and potassium carbonate (125 mg) in DMF (5 ml) was added allyl bromide (0.076 ml). The mixture was stirred for 18 hours, then potassium carbonate (125 mg) and allyl bromide (0.076 ml) were added and the mixture stirred for a further 18 hours. The mixture was poured into water (50 ml) and extracted with ethyl acetate (2×20 ml). The combined organics solutions were washed with brin...